From a dataset of the Open Reaction Database (ORD), a public repository of structured organic reaction records. describe an organic reaction: reactants, conditions, products, and yield The reactants are C(#N)C1=CC=C(C=C1)CCC(=O)O (3-(p-cyanophenyl)-propionic acid), S(=O)(Cl)Cl (thionyl chloride), C(#N)C1=CC=C(C=C1)CCC1=NC2=C(N1C)C=CC(=C2)NCC(C)C (2-[2-(4-cyanophenyl)-ethyl]-1-methyl-5-isobutylamino-benzimidazole), CN1CCOCC1 (N-methylmorpholine). The solvent is C(Cl)(Cl)Cl (chloroform), O (water), ClCCl (dichloromethane). Yields the product C(#N)C1=CC=C(C=C1)CCC1=NC2=C(N1C)C=CC(=C2)N(C(CCC2=CC=C(C=C2)C#N)=O)CC(C)C (N-{2-[2-(4-Cyanophenyl)-ethyl]-1-methyl-benzimidazol-5-yl}-N-isobutyl-[3-(4-cyanophenyl)-propionamide]). Reaction SMILES: [C:1]([C:3]1[CH:8]=[CH:7][C:6]([CH2:9][CH2:10][C:11]([OH:13])=O)=[CH:5][CH:4]=1)#[N:2].S(Cl)(Cl)=O.[C:18]([C:20]1[CH:25]=[CH:24][C:23]([CH2:26][CH2:27][C:28]2[N:32]([CH3:33])[C:31]3[CH:34]=[CH:35][C:36]([NH:38][CH2:39][CH:40]([CH3:42])[CH3:41])=[CH:37][C:30]=3[N:29]=2)=[CH:22][CH:21]=1)#[N:19].CN1CCOCC1>C(Cl)(Cl)Cl.ClCCl.O>[C:18]([C:20]1[CH:25]=[CH:24][C:23]([CH2:26][CH2:27][C:28]2[N:32]([CH3:33])[C:31]3[CH:34]=[CH:35][C:36]([N:38]([CH2:39][CH:40]([CH3:42])[CH3:41])[C:11](=[O:13])[CH2:10][CH2:9][C:6]4[CH:5]=[CH:4][C:3]([C:1]#[N:2])=[CH:8][CH:7]=4)=[CH:37][C:30]=3[N:29]=2)=[CH:22][CH:21]=1)#[N:19]. Procedure details: 3-(p-cyanophenyl)-propionic acid (0.69 g, 3.9 mmol) in 15 mL chloroform is combined with 1.3 mL of thionyl chloride and refluxed for 3 h. The solvent and the excess thionyl chloride are distilled off, the residue is dissolved in 10 mL of dichloromethane and added dropwise to a solution of 2-[2-(4-cyanophenyl)-ethyl]-1-methyl-5-isobutylamino-benzimidazole (1.25 g, 3.8 mmol) and 1.3 mL N-methylmorpholine in 50 mL dichloromethane. This is refluxed for 0.5 h, cooled, mixed with water and extracted i... Reported procedure: The 3-[3,5-bis(trifluoromethyl)phenyl]-propynoic acid was dissolved in a mixture of THF and ether and treated with diazomethane until all acid was methylated. All solvent was removed and the resulting oil was purified by chromatography (10% ether/hexane) to give 30.5 g of 3-[3,5-bis(trifluoromethyl)phenyl]-propynoic acid methyl ester. The reactants are FC(C=1C=C(C=C(C1)C(F)(F)F)C#CC(=O)O)(F)F (3-[3,5-bis(trifluoromethyl)phenyl]-propynoic acid), [N+](=[N-])=C (diazomethane). RXN SMILES: [F:1][C:2]([F:19])([F:18])[C:3]1[CH:4]=[C:5]([C:13]#[C:14][C:15]([OH:17])=[O:16])[CH:6]=[C:7]([C:9]([F:12])([F:11])[F:10])[CH:8]=1.[N+](=[CH2:22])=[N-]>C1COCC1.CCOCC>[CH3:22][O:16][C:15](=[O:17])[C:14]#[C:13][C:5]1[CH:4]=[C:3]([C:2]([F:18])([F:19])[F:1])[CH:8]=[C:7]([C:9]([F:11])([F:12])[F:10])[CH:6]=1. Yields the product COC(C#CC1=CC(=CC(=C1)C(F)(F)F)C(F)(F)F)=O (3-[3,5-bis(trifluoromethyl)phenyl]-propynoic acid methyl ester). Run in C1CCOC1 (THF), CCOCC (ether). Reactants: ClC1=CC(=C2CCCC(C2=C1)=NO)F (7-chloro-5-fluoro-3,4-dihydro-1(2H)-naphthalenone oxime), C1(=CC=CC=C1)N1CNC(C12CCNCC2)=O (1-phenyl-1,3,8-triazaspiro[4.5]decan-4-one). Yields the product Cl.ClC1=CC(=C2CCCC(C2=C1)N1CCC2(C(NCN2C2=CC=CC=C2)=O)CC1)F ((RS)-8-(7-Chloro-5-fluoro-1,2,3,4-tetrahydro-naphthalen-1-yl)-1-phenyl-1,3,8-triaza-spiro[4.5]decan-4-one hydrochloride). As a reaction SMILES: [Cl:1][C:2]1[CH:11]=[C:10]2[C:5]([CH2:6][CH2:7][CH2:8][C:9]2=[N:12]O)=[C:4]([F:14])[CH:3]=1.[C:15]1([N:21]2[C:25]3([CH2:30][CH2:29]N[CH2:27][CH2:26]3)[C:24](=[O:31])[NH:23][CH2:22]2)[CH:20]=[CH:19][CH:18]=[CH:17][CH:16]=1>>[ClH:1].[Cl:1][C:2]1[CH:11]=[C:10]2[C:5]([CH2:6][CH2:7][CH2:8][CH:9]2[N:12]2[CH2:29][CH2:30][C:25]3([N:21]([C:15]4[CH:16]=[CH:17][CH:18]=[CH:19][CH:20]=4)[CH2:22][NH:23][C:24]3=[O:31])[CH2:26][CH2:27]2)=[C:4]([F:14])[CH:3]=1 |f:2.3|. Reported procedure: The title compound, m.p.>250° C. and MS: m/e=414.2 (M+H+) was prepared in accordance with the general method of example 11 from 7-chloro-5-fluoro-3,4-dihydro-1(2H)-naphthalenone oxime and 1-phenyl-1,3,8-triazaspiro[4.5]decan-4-one. The reactants are ClC1=CC=C(CNC(=O)C=2C(C3=C(N(C2)C)C=C(S3)CCl)=O)C=C1 (N-(4-chlorobenzyl)-2-(chloromethyl)-4-methyl-7-oxo-4,7-dihydrothieno[3,2-b]pyridine-6-carboxamide), OC(CNC)C1=CC=C(C=C1)NC(C)=O (N-{4-[1-hydroxy-2-(methylamino)ethyl]phenyl}acetamide), C(C)(C)N(CC)C(C)C (diisopropylethylamine). The solvent is CN(C)C=O (DMF), O (water). Conditions: temperature 60 celsius, time 7 hour. Yields the product C(C)(=O)NC1=CC=C(C=C1)C(CN(C)CC1=CC=2N(C=C(C(C2S1)=O)C(=O)NCC1=CC=C(C=C1)Cl)C)O (2-{[{2-[4-(acetylamino)phenyl]-2-hydroxyethyl}(methyl)amino]methyl}-N-(4-chlorobenzyl)-4-methyl-7-oxo-4,7-dihydrothieno[3,2-b]pyridine-6-carboxamide). The yield is 58.4%. RXN SMILES: [Cl:1][C:2]1[CH:24]=[CH:23][C:5]([CH2:6][NH:7][C:8]([C:10]2[C:11](=[O:22])[C:12]3[S:19][C:18]([CH2:20]Cl)=[CH:17][C:13]=3[N:14]([CH3:16])[CH:15]=2)=[O:9])=[CH:4][CH:3]=1.[OH:25][CH:26]([C:30]1[CH:35]=[CH:34][C:33]([NH:36][C:37](=[O:39])[CH3:38])=[CH:32][CH:31]=1)[CH2:27][NH:28][CH3:29].C(N(C(C)C)CC)(C)C>CN(C=O)C.O>[C:37]([NH:36][C:33]1[CH:34]=[CH:35][C:30]([CH:26]([OH:25])[CH2:27][N:28]([CH2:20][C:18]2[S:19][C:12]3[C:11](=[O:22])[C:10]([C:8]([NH:7][CH2:6][C:5]4[CH:23]=[CH:24][C:2]([Cl:1])=[CH:3][CH:4]=4)=[O:9])=[CH:15][N:14]([CH3:16])[C:13]=3[CH:17]=2)[CH3:29])=[CH:31][CH:32]=1)(=[O:39])[CH3:38]. Reported procedure: A mixture of N-(4-chlorobenzyl)-2-(chloromethyl)-4-methyl-7-oxo-4,7-dihydrothieno[3,2-b]pyridine-6-carboxamide (50 mg, 0.13 mmol), N-{4-[1-hydroxy-2-(methylamino)ethyl]phenyl}acetamide (42 mg, 0.20 mmol) and diisopropylethylamine (40 μL, 0.23 mmol) in dry DMF (2.7 mL) was heated to 60° C., becoming a solution. The reaction was stirred for 7 hours at that temperature. After cooling to room temperature, the solution was diluted with water (7 mL). The resulting milky suspension was stirred vigorous... Starting materials: C(C)(C)(C)OC(=O)N1CCC(CC1)C1=CC=C(C=N1)NC(=O)C=1C=NN(C1C)C1=NC=C(C=C1)C(F)(F)F (N-[6-(1-tert-butyloxycarbonylpiperidin-4-yl)pyridin-3-yl]-5-methyl-1-[5-(trifluoromethyl)pyridin-2-yl]-1H-pyrazole-4-carboxamide), FC(C(=O)O)(F)F (trifluoroacetic acid), aqueous solution, [OH-].[Na+] (sodium hydroxide). The solvent is ClCCl (dichloromethane). Run at time 2.5 hour. Product: CC1=C(C=NN1C1=NC=C(C=C1)C(F)(F)F)C(=O)NC=1C=NC(=CC1)C1CCNCC1 (5-Methyl-N-[6-(piperidin-4-yl)pyridin-3-yl]-1-[5-(trifluoromethyl)pyridin-2-yl]-1H-pyrazole-4-carboxamide). Yield: 89.4%. As a reaction SMILES: C(OC([N:8]1[CH2:13][CH2:12][CH:11]([C:14]2[N:19]=[CH:18][C:17]([NH:20][C:21]([C:23]3[CH:24]=[N:25][N:26]([C:29]4[CH:34]=[CH:33][C:32]([C:35]([F:38])([F:37])[F:36])=[CH:31][N:30]=4)[C:27]=3[CH3:28])=[O:22])=[CH:16][CH:15]=2)[CH2:10][CH2:9]1)=O)(C)(C)C.FC(F)(F)C(O)=O.[OH-].[Na+]>ClCCl>[CH3:28][C:27]1[N:26]([C:29]2[CH:34]=[CH:33][C:32]([C:35]([F:37])([F:36])[F:38])=[CH:31][N:30]=2)[N:25]=[CH:24][C:23]=1[C:21]([NH:20][C:17]1[CH:18]=[N:19][C:14]([CH:11]2[CH2:12][CH2:13][NH:8][CH2:9][CH2:10]2)=[CH:15][CH:16]=1)=[O:22] |f:2.3|. Procedure details: To N-[6-(1-tert-butyloxycarbonylpiperidin-4-yl)pyridin-3-yl]-5-methyl-1-[5-(trifluoromethyl)pyridin-2-yl]-1H-pyrazole-4-carboxamide (4.0 g) were added dichloromethane (75 ml) and trifluoroacetic acid (15 ml), stirred at room temperature for 2.5 hours, and then to the reaction solution was added 4 N aqueous solution of sodium hydroxide under ice-cooling. The precipitated solid was washed with water and ethyl acetate to give the titled compound (2.9 g) as a pale yellow solid. The reactants are [BH4-], C1CCOC1, CCOC(=O)c1csc(=NC(=O)C2C(C)(C)C2(C)C)n1CCOC, [Li+]. Yields the product COCCn1c(CO)csc1=NC(=O)C1C(C)(C)C1(C)C. RXN SMILES: [BH4-:25].[CH2:27]1[O:28][CH2:29][CH2:30][CH2:31]1.[CH3:1][O:2][CH2:3][CH2:4][n:5]1[c:6](=[N:15][C:16](=[O:17])[CH:18]2[C:19]([CH3:23])([CH3:24])[C:20]2([CH3:21])[CH3:22])[s:7][cH:8][c:9]1[C:10](=[O:11])[O:12][CH2:13][CH3:14].[Li+:26]>>[CH3:1][O:2][CH2:3][CH2:4][n:5]1[c:6](=[N:15][C:16](=[O:17])[CH:18]2[C:19]([CH3:23])([CH3:24])[C:20]2([CH3:21])[CH3:22])[s:7][cH:8][c:9]1[CH2:10][OH:11].